The task is: describe an organic reaction: reactants, conditions, products, and yield. This data is from the Open Reaction Database (ORD), a public repository of structured organic reaction records. The reactants are BrC=1C=C(C=CC1F)CC(=O)O (2-(3-Bromo-4-fluorophenyl)acetic acid), CN(C)C=O (DMF), Cu(I)CN. Run in C(C)(=O)OCC (ethyl acetate), O (water). Reaction conditions: temperature 130 celsius, time 12 hour. Yields the product C(#N)C=1C=C(C=CC1F)CC(=O)O (2-(3-cyano-4-fluorophenyl)acetic acid). The yield is 73.0%. As a reaction SMILES: Br[C:2]1[CH:3]=[C:4]([CH2:9][C:10]([OH:12])=[O:11])[CH:5]=[CH:6][C:7]=1[F:8].[CH3:13][N:14](C=O)C>C(OCC)(=O)C.O>[C:13]([C:2]1[CH:3]=[C:4]([CH2:9][C:10]([OH:12])=[O:11])[CH:5]=[CH:6][C:7]=1[F:8])#[N:14]. Procedure: 2-(3-Bromo-4-fluorophenyl)acetic acid (64 g, 275 mmol) was diluted with DMF (400 mL) followed by the addition of Cu(I)CN (49 g, 549 mmol). The reaction was heated to 130° C. and stirred for 12 hours. The reaction was allowed to cool and diluted with ethyl acetate and water, and the mixture was filtered. The organic layer was washed with water, 1N HCl, water and the brine. The organic layer was dried over MgSO4, filtered and concentrated to yield 2-(3-cyano-4-fluorophenyl)acetic acid (36 g, 73% y... Starting materials: C(C)(=O)O[C@@H](CCCCN1C(N(C=2N=C3N(C2C1=O)CCN3)C)=O)C ((R)-3-(5-acetoxyhexyl)-7,8-dihydro-1-methyl-1H-imidazo[2,1-f]-purine-2,4(3H,6H)-dione), C(C)(C)N(CC)C(C)C (diisopropylethylamine), C(C)OCCl (chloromethyl ethyl ether). Solvent: C(Cl)(Cl)Cl (chloroform). Conditions: time 16 hour. Product: C(C)(=O)O[C@@H](CCCCN1C(N(C=2N=C3N(C2C1=O)CCN3COCC)C)=O)C ((R)-3-(5-acetoxyhexyl)-7,8-dihydro-8-ethoxymethyl-1-methyl-1H-imidazo[2,1-f]-purine-2,4(3H,6H)-dione). Isolated yield 49.1%. As a reaction SMILES: [C:1]([O:4][C@H:5]([CH3:25])[CH2:6][CH2:7][CH2:8][CH2:9][N:10]1[C:18](=[O:19])[C:17]2[N:16]3[CH2:20][CH2:21][NH:22][C:15]3=[N:14][C:13]=2[N:12]([CH3:23])[C:11]1=[O:24])(=[O:3])[CH3:2].C(N(C(C)C)CC)(C)C.[CH2:35]([O:37][CH2:38]Cl)[CH3:36]>C(Cl)(Cl)Cl>[C:1]([O:4][C@H:5]([CH3:25])[CH2:6][CH2:7][CH2:8][CH2:9][N:10]1[C:18](=[O:19])[C:17]2[N:16]3[CH2:20][CH2:21][N:22]([CH2:38][O:37][CH2:35][CH3:36])[C:15]3=[N:14][C:13]=2[N:12]([CH3:23])[C:11]1=[O:24])(=[O:3])[CH3:2]. Procedure details: To a stirring solution of (R)-3-(5-acetoxyhexyl)-7,8-dihydro-1-methyl-1H-imidazo[2,1-f]-purine-2,4(3H,6H)-dione (3.5 g, 10.0 mmol) and diisopropylethylamine (10.32 g, 80 mmol) in chloroform (100 ml) was added chloromethyl ethyl ether (3.78 g, 40 mmol). After stirring at room temperature for 16 hours, the reaction mixture was concentrated under reduced pressure. The residue was purified by column chromatography on silica gel eluting with ethyl acetate to provide (R)-3-(5-acetoxyhexyl)-7,8-dihydro... Starting materials: [Fe] (iron), [N+](=O)([O-])[O-].[Fe+2].[N+](=O)([O-])[O-] (iron nitrate), C(C(=C)C)(=O)O (methacrylic acid). Run in O (water). Product: C(C(=C)C)(=O)[O-].[Fe+2].C(C(=C)C)(=O)[O-] (iron methacrylate). Isolated yield 90.0%. As a reaction SMILES: [C:1]([OH:6])(=[O:5])[C:2]([CH3:4])=[CH2:3].[Fe:7].[N+]([O-])([O-])=O.[Fe+2].[N+]([O-])([O-])=O>O>[C:1]([O-:6])(=[O:5])[C:2]([CH3:4])=[CH2:3].[Fe+2:7].[C:1]([O-:6])(=[O:5])[C:2]([CH3:4])=[CH2:3] |f:2.3.4,6.7.8|. Procedure: For example, a method has been proposed, in which methacrylic acid, an alkaline metal and an iron salt such as iron nitrate are mixed in a solvent such as water, and iron methacrylate is produced by salt exchange (Patent Literature 1). Since this method has a difficulty in securely completing salt exchange, iron methacrylate is difficult to obtain in a high yield of 90% or higher. The method has further problems such as a reduction in purity due to contamination of iron methacrylate with impurit... Reactants: O=C([O-])[O-], COc1ccc(CCl)cc1, CN(C)C=O, [I-], [K+], [K+], [Na+], O, CCOC(=O)c1cnc(N2CCc3ccccc32)nc1O. Yields the product CCOC(=O)c1cnc(N2CCc3ccccc32)nc1OCc1ccc(OC)cc1. As a reaction SMILES: [C:22](=[O:23])([O-:24])[O-:25].[CH3:30][O:31][c:32]1[cH:33][cH:34][c:35]([CH2:36][Cl:37])[cH:38][cH:39]1.[CH3:40][N:41]([CH3:42])[CH:43]=[O:44].[I-:29].[K+:26].[K+:27].[Na+:28].[OH2:45].[OH:1][c:2]1[n:3][c:4]([N:13]2[CH2:14][CH2:15][c:16]3[cH:17][cH:18][cH:19][cH:20][c:21]32)[n:5][cH:6][c:7]1[C:8](=[O:9])[O:10][CH2:11][CH3:12]>>[O:1]([c:2]1[n:3][c:4]([N:13]2[CH2:14][CH2:15][c:16]3[cH:17][cH:18][cH:19][cH:20][c:21]32)[n:5][cH:6][c:7]1[C:8](=[O:9])[O:10][CH2:11][CH3:12])[CH2:36][c:35]1[cH:34][cH:33][c:32]([O:31][CH3:30])[cH:39][cH:38]1. Procedure: 3-[5-Chloro-4-(2-fluoro-6-methylcarbamoyl-phenylamino)-pyrimidin-2-ylamino]-7,8-dihydro-6H-5-oxa-9-aza-benzocycloheptene-9-carboxylic acid ethyl ester was prepared from 3-amino-7,8-dihydro-6H-5-oxa-9-aza-benzocycloheptene-9-carboxylic acid ethyl ester and 2-(2,5-dichloro-pyrimidin-4-ylamino)-3-fluoro-N-methyl-benzamide in an analogous manner to Example 1410. Product isolated as a yellow foam (135 mg, 66%). LCMS (m/e) 515 (M+H); 1H-NMR (CDCl3, 400 MHz) δ 8.95-8.72 (m, 1H), 8.09 (s, 1H), 7.44-7.17... Reaction SMILES: [CH2:1]([O:3][C:4]([N:6]1[C:12]2[CH:13]=[CH:14][C:15]([NH2:17])=[CH:16][C:11]=2[O:10][CH2:9][CH2:8][CH2:7]1)=[O:5])[CH3:2].Cl[C:19]1[N:24]=[C:23]([NH:25][C:26]2[C:35]([F:36])=[CH:34][CH:33]=[CH:32][C:27]=2[C:28]([NH:30][CH3:31])=[O:29])[C:22]([Cl:37])=[CH:21][N:20]=1>>[CH2:1]([O:3][C:4]([N:6]1[C:12]2[CH:13]=[CH:14][C:15]([NH:17][C:19]3[N:24]=[C:23]([NH:25][C:26]4[C:27]([C:28](=[O:29])[NH:30][CH3:31])=[CH:32][CH:33]=[CH:34][C:35]=4[F:36])[C:22]([Cl:37])=[CH:21][N:20]=3)=[CH:16][C:11]=2[O:10][CH2:9][CH2:8][CH2:7]1)=[O:5])[CH3:2]. Product: C(C)OC(=O)N1CCCOC2=C1C=CC(=C2)NC2=NC=C(C(=N2)NC2=C(C=CC=C2C(NC)=O)F)Cl (3-[5-Chloro-4-(2-fluoro-6-methylcarbamoyl-phenylamino)-pyrimidin-2-ylamino]-7,8-dihydro-6H-5-oxa-9-aza-benzocycloheptene-9-carboxylic acid ethyl ester), foam. Isolated yield 66.0%. Starting materials: C(C)OC(=O)N1CCCOC2=C1C=CC(=C2)N (3-amino-7,8-dihydro-6H-5-oxa-9-aza-benzocycloheptene-9-carboxylic acid ethyl ester), ClC1=NC=C(C(=N1)NC1=C(C(=O)NC)C=CC=C1F)Cl (2-(2,5-dichloro-pyrimidin-4-ylamino)-3-fluoro-N-methyl-benzamide). The product is ClC=1C=CC(=C(CNC([C@H]2NCCC2)=O)C1)N1N=NN=C1 (N-[5-chloro-2-(1H-tetraazol-1-yl)benzyl]-L-prolinamide), N1(N=NN=C1)C1=C(CNC([C@H]2NCCC2)=O)C=CC=C1 (N-[2-(1H-tetraazol-1-yl)benzyl]-L-prolinamide). The reactants are C(CCl)Cl (EDC), N1(N=NN=C1)C1=C(CN)C=CC=C1 (2-Tetrazol-1-yl-benzylamine), C(=O)(OC(C)(C)C)N1[C@H](C(=O)O)CCC1 (Boc-L-proline). Reported procedure: The title compound was prepared essentially according to the EDC coupling procedure described in Example 26 using 1-[2-(1H-tetraazol-1-yl)phenyl]methanamine (Example 1, 55 mg, 0.31 mmol) and Boc-L-proline (67 mg, 0.31 mmol) followed by purification of the intermediate (silica gel chromatography, 50%–70% EtOAc/hexanes) and deprotection using 4.0 M HCl in dioxane. The hydrochloride salt of the title compound was isolated as a colorless gum: LCMS (M+H): 273.1. 1H NMR (CD3OD, 400 MHz): δ 9.58 (s, 1 ... As a reaction SMILES: [N:1]1([C:6]2[CH:13]=[CH:12][CH:11]=[CH:10][C:7]=2[CH2:8][NH2:9])[CH:5]=[N:4][N:3]=[N:2]1.C([N:21]1[CH2:28][CH2:27][CH2:26][C@H:22]1[C:23]([OH:25])=[O:24])(OC(C)(C)C)=O.C(Cl)C[Cl:31]>>[Cl:31][C:11]1[CH:12]=[CH:13][C:6]([N:1]2[CH:5]=[N:4][N:3]=[N:2]2)=[C:7]([CH:10]=1)[CH2:8][NH:9][C:23](=[O:24])[C@@H:22]1[CH2:26][CH2:27][CH2:28][NH:21]1.[N:1]1([C:6]2[CH:13]=[CH:12][CH:11]=[CH:10][C:7]=2[CH2:8][NH:9][C:23](=[O:25])[C@@H:22]2[CH2:26][CH2:27][CH2:28][NH:21]2)[CH:5]=[N:4][N:3]=[N:2]1.